From a dataset of the Open Reaction Database (ORD), a public repository of structured organic reaction records. describe an organic reaction: reactants, conditions, products, and yield Starting materials: C(CC(O)(C(=O)O)CC(=O)O)(=O)O (citric acid), C(C1=CC=CC=C1)OC(=O)Cl (Benzylchloroformate), C(C)(C)(C)OC(NC1=C(C=C(C(=C1)C1=NNC(=C1)C)F)C)=O ([4-fluoro-2-methyl-5-(5-methyl-1H-pyrazol-3-yl)-phenyl]-carbamic acid tert-butyl ester), CCN(C(C)C)C(C)C (DIPEA). Solvent: C(Cl)Cl (CH2Cl2). Conditions: time 1 hour. The product is C(C1=CC=CC=C1)OC(=O)N1NC(C=C1C)C1=C(C=C(C(=C1)NC(=O)OC(C)(C)C)C)F (3-(5-tert-Butoxycarbonylamino-2-fluoro-4-methyl-phenyl)-5-methyl-2H-pyrazole-1-carboxylic acid benzyl ester). Reaction SMILES: [CH2:1]([O:8][C:9](Cl)=[O:10])[C:2]1[CH:7]=[CH:6][CH:5]=[CH:4][CH:3]=1.[C:12]([O:16][C:17](=[O:33])[NH:18][C:19]1[CH:24]=[C:23]([C:25]2[CH:29]=[C:28]([CH3:30])[NH:27][N:26]=2)[C:22]([F:31])=[CH:21][C:20]=1[CH3:32])([CH3:15])([CH3:14])[CH3:13].CCN(C(C)C)C(C)C.C(O)(=O)CC(CC(O)=O)(C(O)=O)O>C(Cl)Cl>[CH2:1]([O:8][C:9]([N:27]1[C:28]([CH3:30])=[CH:29][CH:25]([C:23]2[CH:24]=[C:19]([NH:18][C:17]([O:16][C:12]([CH3:14])([CH3:13])[CH3:15])=[O:33])[C:20]([CH3:32])=[CH:21][C:22]=2[F:31])[NH:26]1)=[O:10])[C:2]1[CH:7]=[CH:6][CH:5]=[CH:4][CH:3]=1. Procedure: Benzylchloroformate (104 mg) was added dropwise to a room temperature solution of [4-fluoro-2-methyl-5-(5-methyl-1H-pyrazol-3-yl)-phenyl]-carbamic acid tert-butyl ester and DIPEA in CH2Cl2 (2 ml). The mixture was stirred at room temperature for one hour, and then 10% aqueous citric acid solution was added. The organic layer was separated dried (Na2SO4), filtered and concentrated under reduced pressure. “Flash chromatography” of the residue (0 to 20% EtOAc in hexanes) gave 210 mg of 3-(5-tert-But... The reactants are OCC=1C=C(N)C=CC1S(=O)(=O)C (3-hydroxymethyl-4-(methylsulfonyl)aniline), ClC=1C=C(N)C=CC1S(=O)(=O)C (3-chloro-4-(methylsulfonyl)aniline). Product: Cl.OCC=1C=C(C=CC1S(=O)(=O)C)NN (3-Hydroxymethyl-4-(methylsulfonyl)phenylhydrazine hydrochloride). RXN SMILES: [OH:1][CH2:2][C:3]1[CH:4]=[C:5]([CH:7]=[CH:8][C:9]=1[S:10]([CH3:13])(=[O:12])=[O:11])[NH2:6].[Cl:14]C1C=C(C=CC=1S(C)(=O)=O)[NH2:18]>>[ClH:14].[OH:1][CH2:2][C:3]1[CH:4]=[C:5]([NH:6][NH2:18])[CH:7]=[CH:8][C:9]=1[S:10]([CH3:13])(=[O:12])=[O:11] |f:2.3|. Procedure details: The title compound was prepared according to the procedure of step 1 of Example 155 using 3-hydroxymethyl-4-(methylsulfonyl)aniline from step3 instead of 3-chloro-4-(methylsulfonyl)aniline. Reactants: N1=CNC2=C1C=CC=C2 (benzimidazole), C(=O)([O-])[O-].[K+].[K+] (K2CO3), BrCC1=CC=C(C=C1)C1=NOC(=C1)C(=O)N (3-(4-bromomethyl-phenyl)-isoxazole-5-carboxylic acid amide), BrCC1=CC=C(C=C1)C1=NOC(=C1)C(=O)N (3-(4-bromomethyl-phenyl)-isoxazole-5-carboxylic acid amide). Solvent: CC#N (CH3CN). Run at temperature 60 celsius. Yields the product N1(C=NC2=C1C=CC=C2)CC2=CC=C(C=C2)C2=NOC(=C2)C(=O)N (3-(4-benzoimidazol-1-ylmethyl-phenyl)-isoxazole-5-carboxylic acid amide). Yield: 47.5%. RXN SMILES: [N:1]1[C:5]2[CH:6]=[CH:7][CH:8]=[CH:9][C:4]=2[NH:3][CH:2]=1.C([O-])([O-])=O.[K+].[K+].Br[CH2:17][C:18]1[CH:23]=[CH:22][C:21]([C:24]2[CH:28]=[C:27]([C:29]([NH2:31])=[O:30])[O:26][N:25]=2)=[CH:20][CH:19]=1>CC#N>[N:1]1([CH2:17][C:18]2[CH:19]=[CH:20][C:21]([C:24]3[CH:28]=[C:27]([C:29]([NH2:31])=[O:30])[O:26][N:25]=3)=[CH:22][CH:23]=2)[C:5]2[CH:6]=[CH:7][CH:8]=[CH:9][C:4]=2[N:3]=[CH:2]1 |f:1.2.3|. Procedure details: A mixture of benzimidazole (24 mg, 0.20 mmol), K2CO3 (0.2 mmol), and 3-(4-bromomethyl-phenyl)-isoxazole-5-carboxylic acid amide (which may be prepared as described in Preparation of Intermediate 14; 25 mg, 0.09 mmol) in CH3CN (1 mL) was heated overnight at 60° C. The mixture was filtered and the solvent was evaporated from the filtrate. The residue was purified by chromatography to give 3-(4-benzoimidazol-1-ylmethyl-phenyl)-isoxazole-5-carboxylic acid amide (13.6 mg, 48%). Based on the NMR, the ... The reactants are 170, FC1=CC=C(C=C1)C(=O)C=1C=NC=CC1 ((4-fluorophenyl)(3-pyridinyl)methanone), [Cl-].[NH4+] (ammonium chloride), 134, ClC1CCN(CC1)C (4-chloro-1-methylpiperidine), [Mg] (magnesium). Solvent: CC1=CC=CC=C1 (methylbenzene), O1CCCC1 (tetrahydrofuran), O1CCCC1 (tetrahydrofuran). Reaction conditions: time 30 minute. Yields the product FC1=CC=C(C=C1)C(O)(C=1C=NC=CC1)C1CCN(CC1)C (α-(4-fluorophenyl)-α-(1-methyl-4-piperidinyl)-3-pyridinemethanol), intermediate 18. The yield is 95.0%. RXN SMILES: Cl[CH:2]1[CH2:7][CH2:6][N:5]([CH3:8])[CH2:4][CH2:3]1.[Mg].[F:10][C:11]1[CH:16]=[CH:15][C:14]([C:17]([C:19]2[CH:20]=[N:21][CH:22]=[CH:23][CH:24]=2)=[O:18])=[CH:13][CH:12]=1.[Cl-].[NH4+]>CC1C=CC=CC=1.O1CCCC1>[F:10][C:11]1[CH:12]=[CH:13][C:14]([C:17]([CH:2]2[CH2:7][CH2:6][N:5]([CH3:8])[CH2:4][CH2:3]2)([C:19]2[CH:20]=[N:21][CH:22]=[CH:23][CH:24]=2)[OH:18])=[CH:15][CH:16]=1 |f:3.4|. Procedure details: To a stirred and cooled Grignard-complex previously prepared starting from a mixture of 134 parts of 4-chloro-1-methylpiperidine, 25 parts of magnesium and 652.5 parts of tetrahydrofuran was added dropwise a solution of 170 parts of (4-fluorophenyl)(3-pyridinyl)methanone in 405 parts of tetrahydrofuran at a temperature between 10°-20° C. Upon completion, stirring was continued for 1 hour at room temperature and for 30 minutes at minutes at reflux. After cooling, the whole was decomposed by pouri...